Dataset: the Open Reaction Database (ORD), a public repository of structured organic reaction records. Task: describe an organic reaction: reactants, conditions, products, and yield The reactants are C(C)(C)(C)C1=CC(=NO1)NC(N[C@H]1CC[C@H](C2=CC=CC=C12)OC=1C=CC=2N(C1)C(=NN2)N2CCC(CC2)COS(=O)(=O)C)=O (Methanesulfonic acid 1-(6-{(1R,4S)-4-[3-(5-tert-butyl-isoxazol-3-yl)-ureido]-1,2,3,4-tetrahydro-naphthalen-1-yloxy}-[1,2,4]triazolo[4,3-a]pyridin-3-yl)-piperidin-4-ylmethyl ester), CNC (dimethylamine). As a reaction SMILES: [C:1]([C:5]1[O:9][N:8]=[C:7]([NH:10][C:11](=[O:45])[NH:12][C@@H:13]2[C:22]3[C:17](=[CH:18][CH:19]=[CH:20][CH:21]=3)[C@H:16]([O:23][C:24]3[CH:25]=[CH:26][C:27]4[N:28]([C:30]([N:33]5[CH2:38][CH2:37][CH:36]([CH2:39]OS(C)(=O)=O)[CH2:35][CH2:34]5)=[N:31][N:32]=4)[CH:29]=3)[CH2:15][CH2:14]2)[CH:6]=1)([CH3:4])([CH3:3])[CH3:2].[CH3:46][NH:47][CH3:48]>>[C:1]([C:5]1[O:9][N:8]=[C:7]([NH:10][C:11]([NH:12][C@@H:13]2[C:22]3[C:21](=[CH:20][CH:19]=[CH:18][CH:17]=3)[C@H:16]([O:23][C:24]3[CH:25]=[CH:26][C:27]4[N:28]([C:30]([N:33]5[CH2:34][CH2:35][CH:36]([CH2:39][N:47]([CH3:48])[CH3:46])[CH2:37][CH2:38]5)=[N:31][N:32]=4)[CH:29]=3)[CH2:15][CH2:14]2)=[O:45])[CH:6]=1)([CH3:2])([CH3:4])[CH3:3]. Procedure: Intermediate 15c was reacted with dimethylamine in an analogous manner to that described in Example 14 step i to give the title compound. LCMS (Method 5): Rt: 3.30 min, m/z 587.4 [MH+]. 1H NMR (400 MHz, d6-DMSO): 1.28 (9H, s), 1.33-1.47 (2H, m), 1.64-1.75 (1H, m), 1.75-1.84 (2H, m), 1.85-2.11 (4H, m), 2.13-2.20 (8H, m), 2.85-2.99 (2H, m), 3.35-3.47 (2H, m, obscured by water), 4.86-4.94 (1H, m), 5.56 (1H, t, J=4.5 Hz), 6.41 (1H, s), 7.01 (1H, d, J=8.4 Hz), 7.20 (1H, dd, J=9.8, 2.2 Hz), 7.27-7.34 ... Product: C(C)(C)(C)C1=CC(=NO1)NC(=O)N[C@H]1CC[C@H](C2=CC=CC=C12)OC=1C=CC=2N(C1)C(=NN2)N2CCC(CC2)CN(C)C (1-(5-tert-Butyl-isoxazol-3-yl)-3-{(1S,4R)-4-[3-(4-dimethylaminomethyl-piperidin-1-yl)-[1,2,4]triazolo[4,3-a]pyridin-6-yloxy]-1,2,3,4-tetrahydro-naphthalen-1-yl}-urea).